This data is from the Open Reaction Database (ORD), a public repository of structured organic reaction records. The task is: describe an organic reaction: reactants, conditions, products, and yield The reactants are [Al+3], C1CCOC1, CCOC(=O)c1cnc2c(=O)n(Cc3ccc(OC)cc3)ccc2c1O, [H-], [H-], [H-], [H-], [Li+]. Product: COc1ccc(Cn2ccc3c(O)c(CO)cnc3c2=O)cc1. Reaction SMILES: [Al+3:28].[CH2:33]1[O:34][CH2:35][CH2:36][CH2:37]1.[CH3:1][O:2][c:3]1[cH:4][cH:5][c:6]([CH2:7][n:8]2[cH:9][cH:10][c:11]3[c:12]([OH:24])[c:13]([C:19](=[O:20])[O:21][CH2:22][CH3:23])[cH:14][n:15][c:16]3[c:17]2=[O:18])[cH:25][cH:26]1.[H-:27].[H-:30].[H-:31].[H-:32].[Li+:29]>>[CH3:1][O:2][c:3]1[cH:4][cH:5][c:6]([CH2:7][n:8]2[cH:9][cH:10][c:11]3[c:12]([OH:24])[c:13]([CH2:19][OH:20])[cH:14][n:15][c:16]3[c:17]2=[O:18])[cH:25][cH:26]1. The reactants are NCCO (2-Aminoethanol), C(CCCCCCCCCCCCCCC)(=O)Cl (palmitoyl chloride). Run in C(Cl)(Cl)Cl (CHCl3). Yields the product C(CCCCCCCCCCCCCCC)(=O)NCCO (2-Palmitoylaminoethanol). As a reaction SMILES: [NH2:1][CH2:2][CH2:3][OH:4].[C:5](Cl)(=[O:21])[CH2:6][CH2:7][CH2:8][CH2:9][CH2:10][CH2:11][CH2:12][CH2:13][CH2:14][CH2:15][CH2:16][CH2:17][CH2:18][CH2:19][CH3:20]>C(Cl)(Cl)Cl>[C:5]([NH:1][CH2:2][CH2:3][OH:4])(=[O:21])[CH2:6][CH2:7][CH2:8][CH2:9][CH2:10][CH2:11][CH2:12][CH2:13][CH2:14][CH2:15][CH2:16][CH2:17][CH2:18][CH2:19][CH3:20]. Reported procedure: 2-Aminoethanol (13.76 g, 225.3 mmol) was dissolved in CHCl3 (750 ml). To the solution was added dropwise palmitoyl chloride (15.48 g, 56.3 mmol) with stirring under ice cooling. Thereafter, the mixture was stirred at room temperature for 19 hours. Starting materials: CCN(CC)CCOc1ccc([N+](=O)[O-])cc1C(=O)C=Cc1ccccc1, CCO, O, O, Cl[Sn]Cl. Yields the product CCN(CC)CCOc1ccc(N)cc1C(=O)C=Cc1ccccc1. Reaction SMILES: [CH2:1]([CH3:2])[N:3]([CH2:4][CH2:5][O:6][c:7]1[c:8]([C:16]([CH:17]=[CH:18][c:19]2[cH:20][cH:21][cH:22][cH:23][cH:24]2)=[O:25])[cH:9][c:10]([N+:13]([O-:14])=[O:15])[cH:11][cH:12]1)[CH2:26][CH3:27].[CH3:33][CH2:34][OH:35].[OH2:28].[OH2:29].[Sn:30]([Cl:31])[Cl:32]>>[CH2:1]([CH3:2])[N:3]([CH2:4][CH2:5][O:6][c:7]1[c:8]([C:16]([CH:17]=[CH:18][c:19]2[cH:20][cH:21][cH:22][cH:23][cH:24]2)=[O:25])[cH:9][c:10]([NH2:13])[cH:11][cH:12]1)[CH2:26][CH3:27].